Dataset: the Open Reaction Database (ORD), a public repository of structured organic reaction records. Task: describe an organic reaction: reactants, conditions, products, and yield Reactants: CC(C)(C)OC(=O)N1CCc2cc(Br)sc2C1, CN(C)C=O, CCOC(C)=O, CC1(C)OB(c2cnc(N)c(-c3nnnn3-c3cccc(F)c3F)c2)OC1(C)C, [Na+], O=C([O-])O. The product is CC(C)(C)OC(=O)N1CCc2cc(-c3cnc(N)c(-c4nnnn4-c4cccc(F)c4F)c3)sc2C1. Reaction SMILES: [Br:30][c:31]1[cH:32][c:33]2[c:34]([s:46]1)[CH2:35][N:36]([C:39](=[O:40])[O:41][C:42]([CH3:43])([CH3:44])[CH3:45])[CH2:37][CH2:38]2.[CH3:52][N:53]([CH3:54])[CH:55]=[O:56].[CH3:57][CH2:58][O:59][C:60](=[O:61])[CH3:62].[F:1][c:2]1[c:3](-[n:9]2[n:10][n:11][n:12][c:13]2-[c:14]2[c:15]([NH2:29])[n:16][cH:17][c:18]([B:20]3[O:21][C:22]([CH3:23])([CH3:24])[C:25]([CH3:26])([CH3:27])[O:28]3)[cH:19]2)[cH:4][cH:5][cH:6][c:7]1[F:8].[Na+:51].[O-:47][C:48]([OH:49])=[O:50]>>[F:1][c:2]1[c:3](-[n:9]2[n:10][n:11][n:12][c:13]2-[c:14]2[c:15]([NH2:29])[n:16][cH:17][c:18](-[c:31]3[cH:32][c:33]4[c:34]([s:46]3)[CH2:35][N:36]([C:39](=[O:40])[O:41][C:42]([CH3:43])([CH3:44])[CH3:45])[CH2:37][CH2:38]4)[cH:19]2)[cH:4][cH:5][cH:6][c:7]1[F:8]. The reactants are c4(CCCC)ccc(B3OB(c1ccc(CCCC)cc1)OB(c2ccc(CCCC)cc2)O3)cc4 (effective_coupling_partner), CC(=O)Oc2ccc1cc(c3ccccc3)ccc1c2 (substrate). Reagents/catalysts: PCy3. The product is c4cc(CCCC)ccc4c3ccc2cc(c1ccccc1)ccc2c3. Reaction conditions: temperature 110 celsius, time 12 hour. The product is O=C(O)c1ccc(-c2ccc(-c3ccccc3)cc2)s1. Starting materials: C1CCOC1, CO, [Na+], [OH-], O, COC(=O)c1ccc(-c2ccc(-c3ccccc3)cc2)s1. As a reaction SMILES: [CH2:25]1[O:26][CH2:27][CH2:28][CH2:29]1.[CH3:30][OH:31].[Na+:2].[OH-:1].[OH2:24].[c:3]1(-[c:18]2[cH:19][cH:20][cH:21][cH:22][cH:23]2)[cH:4][cH:5][c:6](-[c:9]2[cH:10][cH:11][c:12]([C:14](=[O:15])[O:16][CH3:17])[s:13]2)[cH:7][cH:8]1>>[c:3]1(-[c:18]2[cH:19][cH:20][cH:21][cH:22][cH:23]2)[cH:4][cH:5][c:6](-[c:9]2[cH:10][cH:11][c:12]([C:14](=[O:15])[OH:16])[s:13]2)[cH:7][cH:8]1. Starting materials: ClC=1C=C(C=CC1)NN (3-chlorophenyl hydrazine), C1(=CC=CC=C1)NN (phenyl hydrazine). The product is ClC=1C=C(C=CC1)N1N=C(C=C1)C (1-(3'-Chlorophenyl)-3-methyl-1H-pyrazole). RXN SMILES: [Cl:1][C:2]1[CH:3]=[C:4]([NH:8][NH2:9])[CH:5]=[CH:6][CH:7]=1.[C:10]1(NN)[CH:15]=CC=[CH:12][CH:11]=1>>[Cl:1][C:2]1[CH:3]=[C:4]([N:8]2[CH:15]=[CH:10][C:11]([CH3:12])=[N:9]2)[CH:5]=[CH:6][CH:7]=1. Reported procedure: This compound was prepared by the same methodology described for EXAMPLE 1 with 3-chlorophenyl hydrazine · HCl substituted for phenyl hydrazine. There was obtained the title compound; HRMS (M+H)+ : calc. 467.094465; found 467.091517. The reactants are Cc1ccccc1N1CC(C)(C)N(CC(NC(=O)OC(C)(C)C)C2CC(C)C(=O)O2)CC1=O, CC(C)(C)CN, O, Oc1ccccn1. Product: Cc1ccccc1N1CC(C)(C)N(CC(NC(=O)OC(C)(C)C)C(O)CC(C)C(=O)NCC(C)(C)C)CC1=O. RXN SMILES: [C:8]([CH3:9])([CH3:10])([CH3:11])[O:12][C:13]([NH:14][CH:15]([CH2:16][N:17]1[C:18]([CH3:31])([CH3:32])[CH2:19][N:20]([c:24]2[c:25]([CH3:30])[cH:26][cH:27][cH:28][cH:29]2)[C:21](=[O:23])[CH2:22]1)[CH:33]1[O:34][C:35](=[O:39])[CH:36]([CH3:38])[CH2:37]1)=[O:40].[CH3:42][C:43]([CH2:44][NH2:45])([CH3:46])[CH3:47].[OH2:41].[OH:1][c:2]1[cH:3][cH:4][cH:5][cH:6][n:7]1>>[C:8]([CH3:9])([CH3:10])([CH3:11])[O:12][C:13]([NH:14][CH:15]([CH2:16][N:17]1[C:18]([CH3:31])([CH3:32])[CH2:19][N:20]([c:24]2[c:25]([CH3:30])[cH:26][cH:27][cH:28][cH:29]2)[C:21](=[O:23])[CH2:22]1)[CH:33]([OH:34])[CH2:37][CH:36]([C:35](=[O:39])[NH:45][CH2:44][C:43]([CH3:42])([CH3:46])[CH3:47])[CH3:38])=[O:40]. Reactants: C(C=C)Cl (allylchloride), C(C=C)[SiH](OC)OC (allyldimethoxysilane). The reagents and catalysts are [H+].[H+].Cl[Pt-2](Cl)(Cl)(Cl)(Cl)Cl (chloroplatinic acid). Product: ClCCC[Si](CC=C)(OC)OC (7-chloro-4,4-dimethoxy-4-sila-1-heptene). Isolated yield 76643.8%. Reaction SMILES: [CH2:1]([Cl:4])[CH:2]=[CH2:3].[CH2:5]([SiH:8]([O:11][CH3:12])[O:9][CH3:10])[CH:6]=[CH2:7]>[H+].[H+].Cl[Pt-2](Cl)(Cl)(Cl)(Cl)Cl>[Cl:4][CH2:1][CH2:2][CH2:3][Si:8]([O:11][CH3:12])([O:9][CH3:10])[CH2:5][CH:6]=[CH2:7] |f:2.3.4|. Reported procedure: Using the same apparatus and procedure described in EXAMPLE 1, 7.7 g (0.1 mol) of allylchloride and 60 μl of 1% chloroplatinic acid catalyst were added to the flask. Through the dropping funnel was added dropwise 6.6 g (0.05 mmol) of allyldimethoxysilane for 30 min. while refluxing. After confirming by gas chromatography to complete the reaction, the product was fractionally distilled under vacuum (59°-62° C./0.5 torr) to give 8.0 g (81%) of 7-chloro-4,4-dimethoxy-4-sila-1-heptene. Reactants: C(CCO)O (1,3-propanediol), C(C)(C)(C)[Si](Cl)(C)C (tert-butyldimethylchlorosilane), N1C=NC=C1 (imidazole), Cl (HCl). Run in CN(C)C=O (DMF). Run at time 16 hour. Product: O([Si](C)(C)C(C)(C)C)CCCO (3-(tert-Butyldimethylsiloxy)-1-propanol). RXN SMILES: [CH2:1]([OH:5])[CH2:2][CH2:3][OH:4].[C:6]([Si:10]([CH3:13])([CH3:12])Cl)([CH3:9])([CH3:8])[CH3:7].N1C=CN=C1.Cl>CN(C=O)C>[O:4]([CH2:3][CH2:2][CH2:1][OH:5])[Si:10]([C:6]([CH3:9])([CH3:8])[CH3:7])([CH3:13])[CH3:12]. Procedure: A mixture of 1,3-propanediol (10 mmol), tert-butyldimethylchlorosilane (11 mmol), and imidazole (22 mmol) dissolved in 5 mL of DMF was stirred at room temperature for 16 hours. The mixture was poured into 0.1 M HCl (100 mL) and extracted with ether (3×100 mL). The organic phases were washed with brine (100 mL), dried over anhydrous MgSO4, and concentrated in vacuo. The mixture was purified by flash chromatography to give the product as a colorless oil.